This data is from the Open Reaction Database (ORD), a public repository of structured organic reaction records. The task is: describe an organic reaction: reactants, conditions, products, and yield Reactants: IC1=CC=C(N)C=C1 (p-iodoaniline), BrC(C(=O)N)C1=CC=CC=C1 (α-bromophenylacetamide). Yields the product IC1=CC=C(NC(C(=O)N)C2=CC=CC=C2)C=C1 (α-(p-iodoanilino)phenylacetamide). As a reaction SMILES: [I:1][C:2]1[CH:8]=[CH:7][C:5]([NH2:6])=[CH:4][CH:3]=1.Br[CH:10]([C:14]1[CH:19]=[CH:18][CH:17]=[CH:16][CH:15]=1)[C:11]([NH2:13])=[O:12]>>[I:1][C:2]1[CH:8]=[CH:7][C:5]([NH:6][CH:10]([C:14]2[CH:19]=[CH:18][CH:17]=[CH:16][CH:15]=2)[C:11]([NH2:13])=[O:12])=[CH:4][CH:3]=1. Procedure details: In accordance with the procedure of example 4 p-iodoaniline and α-bromophenylacetamide were reacted to yield α-(p-iodoanilino)phenylacetamide, Rf =0.65. Reactants: ClC1=CC=C(C(C=O)=C1)O (5-Chlorosalicylaldehyde), O (water), S(=O)(=O)(C1=CC=C(C)C=C1)OCC1CCC1 (cyclobutanemethanol tosylate). The solvent is CN(C)C=O (DMF), [K] (potassium). Conditions: temperature 50 celsius, time 16 hour. Product: ClC=1C=CC(=C(C=O)C1)OCC1CCC1 (5-chloro-2-(cyclobutylmethoxy)benzaldehyde). Yield: 117.1%. RXN SMILES: [Cl:1][C:2]1[CH:9]=[C:6]([CH:7]=[O:8])[C:5]([OH:10])=[CH:4][CH:3]=1.S(O[CH2:22][CH:23]1[CH2:26][CH2:25][CH2:24]1)(C1C=CC(C)=CC=1)(=O)=O.O>CN(C=O)C.[K]>[Cl:1][C:2]1[CH:3]=[CH:4][C:5]([O:10][CH2:22][CH:23]2[CH2:26][CH2:25][CH2:24]2)=[C:6]([CH:9]=1)[CH:7]=[O:8] |^1:32|. Reported procedure: 5-Chlorosalicylaldehyde (7.7 g, 49.4 mmol) was dissolved in DMF (20 ml) with potassium carbonte (7.5 g, 54.1 mmol) and the cyclobutanemethanol tosylate (1 3 g, 54.1 mmol). The mixture was stirred at 50° C. under argon for 16 hours. Poured into water (500 ml). extracted with ethyl acetate (4×100 ml)and the combined organic fractions washed with 1M sodium hydroxide solution (100 ml), water (100 ml), saturated brine (100 ml) dried (MgSO4) and concentrated in vacuo to give 5-chloro-2-(cyclobutylmeth... Reactants: O=C(Cl)C(OCc1ccc(-c2ccc(Cl)cc2)cc1)(C(F)(F)F)C(F)(F)F, N. Yields the product NC(=O)C(OCc1ccc(-c2ccc(Cl)cc2)cc1)(C(F)(F)F)C(F)(F)F. As a reaction SMILES: [Cl:1][c:2]1[cH:3][cH:4][c:5](-[c:8]2[cH:9][cH:10][c:11]([CH2:12][O:13][C:14]([C:15](=[O:16])[Cl:17])([C:18]([F:19])([F:20])[F:21])[C:22]([F:23])([F:24])[F:25])[cH:26][cH:27]2)[cH:6][cH:7]1.[NH3:28]>>[Cl:1][c:2]1[cH:3][cH:4][c:5](-[c:8]2[cH:9][cH:10][c:11]([CH2:12][O:13][C:14]([C:15](=[O:16])[NH2:28])([C:18]([F:19])([F:20])[F:21])[C:22]([F:23])([F:24])[F:25])[cH:26][cH:27]2)[cH:6][cH:7]1. The reactants are C(CC)N(CC[C@@H]1OC(C2=CC=CC=C12)=O)[C@H]1CC2=CC=CC(=C2CC1)O ((S,R)-3-[2-[propyl(1,2,3,4-tetrahydro-5-hydroxy-2-naphthalenyl)amino]ethyl]-l(3H)-isobenzofuranone), Cl (HCl), crude mixture, CCOC(=O)C (EtOAc). Run in C1CCOC1 (THF), C1CCOC1 (THF). The product is C1(OCC2=CC=CC=C12)CCN(C1CC=2C=CC=C(C2CC1)O)CCC (6-[[2-(1,3-dihydro-1-isobenzofuranyl)-ethyl]propylamino]-5,6,7,8-tetrahydro-1-naphthalenol). As a reaction SMILES: [CH2:1]([N:4]([C@@H:17]1[CH2:26][CH2:25][C:24]2[C:19](=[CH:20][CH:21]=[CH:22][C:23]=2[OH:27])[CH2:18]1)[CH2:5][CH2:6][C@H:7]1[C:15]2[C:10](=[CH:11][CH:12]=[CH:13][CH:14]=2)[C:9](=O)[O:8]1)[CH2:2][CH3:3].CCOC(C)=O.Cl>C1COCC1>[CH:7]1([CH2:6][CH2:5][N:4]([CH2:1][CH2:2][CH3:3])[CH:17]2[CH2:26][CH2:25][C:24]3[C:23]([OH:27])=[CH:22][CH:21]=[CH:20][C:19]=3[CH2:18]2)[C:15]2[C:10](=[CH:11][CH:12]=[CH:13][CH:14]=2)[CH2:9][O:8]1. Reported procedure: A racemic mixture of the product of Example 36 (66 mg, 0.180 mmol) was dissolved in THF and added dropwise to a solution of BH3 in THF (2 mL) and the mixture was refluxed overnight. After workup the crude mixture was subjected to flash chromatography (Silica: EtOAc) and the product showed characteristic peaks at: NMR (300 MHz, CDCl3) δ7.3-6.5(m, 7H), 5.4-5.0(m, 3H), 0.9(t, 3H). Anal. calc. for C22H29NO2. HCl: Theor. C; 71.21; H; 7.79; N, 3.61. Observed: C, 71.16, H, 7.61; N, 3.55. Procedure details: From 2-amino-4-methanesulfonyl-6-phenyl-pyrimidine-5-carbonitrile and 3-phenylpropylamine in DME. ES-MS m/e (%): 330 (M+H+, 100). Starting materials: NC1=NC(=C(C(=N1)S(=O)(=O)C)C#N)C1=CC=CC=C1 (2-amino-4-methanesulfonyl-6-phenyl-pyrimidine-5-carbonitrile), C1(=CC=CC=C1)CCCN (3-phenylpropylamine). As a reaction SMILES: [NH2:1][C:2]1[N:7]=[C:6](S(C)(=O)=O)[C:5]([C:12]#[N:13])=[C:4]([C:14]2[CH:19]=[CH:18][CH:17]=[CH:16][CH:15]=2)[N:3]=1.[C:20]1([CH2:26][CH2:27][CH2:28][NH2:29])[CH:25]=[CH:24][CH:23]=[CH:22][CH:21]=1>COCCOC>[NH2:1][C:2]1[N:3]=[C:4]([C:14]2[CH:19]=[CH:18][CH:17]=[CH:16][CH:15]=2)[C:5]([C:12]#[N:13])=[C:6]([NH:29][CH2:28][CH2:27][CH2:26][C:20]2[CH:25]=[CH:24][CH:23]=[CH:22][CH:21]=2)[N:7]=1. Yields the product NC1=NC(=C(C(=N1)C1=CC=CC=C1)C#N)NCCCC1=CC=CC=C1 (2-Amino-4-phenyl-6-(3-phenyl-propylamino)-pyrimidine-5-carbonitrile). The solvent is COCCOC (DME). Starting materials: N(C(=N)N)C=1SC=C(N1)C(=O)NN (2-guanidino-4-thiazole carboxylic acid hydrazide), [O-]CC.[Na+] (sodium ethoxide), [Na] (sodium), Cl.C(C)(OCC)=N (ethyl acetimidate hydrochloride). Solvent: C(C)O (ethanol). Conditions: time 60 hour. The product is N(C(=N)N)C=1SC=C(N1)C(=O)O (2-guanidino-4-thiazole carboxylic acid). Yield: 128.9%. Reaction SMILES: Cl.C(=N)([O:4]CC)C.[O-]CC.[Na+].[Na].[NH:13]([C:17]1[S:18][CH:19]=[C:20]([C:22](NN)=[O:23])[N:21]=1)[C:14]([NH2:16])=[NH:15]>C(O)C>[NH:13]([C:17]1[S:18][CH:19]=[C:20]([C:22]([OH:23])=[O:4])[N:21]=1)[C:14]([NH2:16])=[NH:15] |f:0.1,2.3,^1:11|. Reported procedure: 37.1 g (0.3 mol) of ethyl acetimidate hydrochloride was dissolved in 200 ml absolute ethanol. A solution of sodium ethoxide (6.9 g (0.3 mol) sodium in 300 ml absolute ethanol) was added. The resulting precipitate of sodium chloride was removed by filtration and to the clear filtrate was added 20.0 g (0.1 mol) of 2-guanidino-4-thiazole carboxylic acid hydrazide. The slurry was stirred at 25° for 60 hours, during which time complete dissolution occurred. The clear, pale orange solution was concent... The reactants are FC(C=1C(=NC=CC1)C1=CC=2N=C(NC(C2N=C1)=O)COC)(F)F (7-(3-trifluoromethyl-pyridin-2-yl)-2-methoxymethyl-3H-pyrido[3,2-d]pyrimidin-4-one), N1=C(C=CC=C1C)C (2,6-lutidine), P(=O)(Cl)(Cl)Cl (phosphorous oxycloride). Solvent: C(Cl)(Cl)Cl (CHCl3). Product: ClC=1C2=C(N=C(N1)COC)C=C(C=N2)C2=NC=CC=C2C(F)(F)F (4-Chloro-7-(3-trifluoromethyl-pyridin-2-yl)-2-methoxymethyl-pyrido[3,2-d]pyrimidine). Reaction SMILES: [F:1][C:2]([F:24])([F:23])[C:3]1[C:4]([C:9]2[CH:18]=[N:17][C:16]3[C:15](=O)[NH:14][C:13]([CH2:20][O:21][CH3:22])=[N:12][C:11]=3[CH:10]=2)=[N:5][CH:6]=[CH:7][CH:8]=1.N1C(C)=CC=CC=1C.P(Cl)(Cl)([Cl:35])=O>C(Cl)(Cl)Cl>[Cl:35][C:15]1[C:16]2[N:17]=[CH:18][C:9]([C:4]3[C:3]([C:2]([F:24])([F:23])[F:1])=[CH:8][CH:7]=[CH:6][N:5]=3)=[CH:10][C:11]=2[N:12]=[C:13]([CH2:20][O:21][CH3:22])[N:14]=1. Reported procedure: Dissolve 7-(3-trifluoromethyl-pyridin-2-yl)-2-methoxymethyl-3H-pyrido[3,2-d]pyrimidin-4-one (276 mg, 0.822 mmol) in CHCl3 (25 mL) and 2,6-lutidine (294 mg, 2.74 mmol). Add phosphorous oxycloride (0.255 mL, 2.74 mmol) dropwise and heat the resulting solution to reflux for 24 hours. Cool the solution and remove the solvent under reduced pressure. Partition the crude residue between EtOAc (50 mL) and saturated NaHCO3 (aq) (50 mL). Remove the organic phase and extract the aqueous phase with addition... Product: CC(C)(C)N1C(=O)C(NCCCCOc2ccccc2)=C(c2ccccc2)S1(=O)=O. Reactants: CC(C)(C)N1C(=O)C(Cl)=C(c2ccccc2)S1(=O)=O, NCCCCOc1ccccc1. RXN SMILES: [C:13]([CH3:14])([CH3:15])([CH3:16])[N:17]1[S:18](=[O:30])(=[O:31])[C:19]([c:24]2[cH:25][cH:26][cH:27][cH:28][cH:29]2)=[C:20]([Cl:23])[C:21]1=[O:22].[O:1]([c:2]1[cH:3][cH:4][cH:5][cH:6][cH:7]1)[CH2:8][CH2:9][CH2:10][CH2:11][NH2:12]>>[O:1]([c:2]1[cH:3][cH:4][cH:5][cH:6][cH:7]1)[CH2:8][CH2:9][CH2:10][CH2:11][NH:12][C:20]1=[C:19]([c:24]2[cH:25][cH:26][cH:27][cH:28][cH:29]2)[S:18](=[O:30])(=[O:31])[N:17]([C:13]([CH3:14])([CH3:15])[CH3:16])[C:21]1=[O:22].